This data is from the Open Reaction Database (ORD), a public repository of structured organic reaction records. The task is: describe an organic reaction: reactants, conditions, products, and yield Reactants: COC=1C=C(C=CC1)CCNC1=NC=CC(=N1)C1=CC2=CC=C(C=C2C(=C1)N1CCNCC1)OC (N-[2-(3-methoxyphenyl)ethyl]-4-(6-methoxy-4-piperazin-1-yl-2-naphthyl)pyrimidin-2-amine), BrC1=NNC2=NC=NC(=C21)Cl (3-bromo-4-chloro-1H-pyrazolo[3,4-d]pyrimidine). Product: BrC1=NNC2=NC=NC(=C21)N2CCN(CC2)C2=CC(=CC1=CC=C(C=C21)OC)C2=NC(=NC=C2)NCCC2=CC(=CC=C2)OC (4-{4-[4-(3-bromo-1H-pyrazolo[3,4-d]pyrimidin-4-yl)piperazin-1-yl]-6-methoxy-2-naphthyl}-N-[2-(3-methoxyphenyl)ethyl]pyrimidin-2-amine). As a reaction SMILES: [CH3:1][O:2][C:3]1[CH:4]=[C:5]([CH2:9][CH2:10][NH:11][C:12]2[N:17]=[C:16]([C:18]3[CH:27]=[C:26]([N:28]4[CH2:33][CH2:32][NH:31][CH2:30][CH2:29]4)[C:25]4[C:20](=[CH:21][CH:22]=[C:23]([O:34][CH3:35])[CH:24]=4)[CH:19]=3)[CH:15]=[CH:14][N:13]=2)[CH:6]=[CH:7][CH:8]=1.[Br:36][C:37]1[C:45]2[C:40](=[N:41][CH:42]=[N:43][C:44]=2Cl)[NH:39][N:38]=1>>[Br:36][C:37]1[C:45]2[C:40](=[N:41][CH:42]=[N:43][C:44]=2[N:31]2[CH2:30][CH2:29][N:28]([C:26]3[C:25]4[C:20](=[CH:21][CH:22]=[C:23]([O:34][CH3:35])[CH:24]=4)[CH:19]=[C:18]([C:16]4[CH:15]=[CH:14][N:13]=[C:12]([NH:11][CH2:10][CH2:9][C:5]5[CH:6]=[CH:7][CH:8]=[C:3]([O:2][CH3:1])[CH:4]=5)[N:17]=4)[CH:27]=3)[CH2:33][CH2:32]2)[NH:39][N:38]=1. Procedure details: 4-{4-[4-(3-bromo-1H-pyrazolo[3,4-d]pyrimidin-4-yl)piperazin-1-yl]-6-methoxy-2-naphthyl}-N-[2-(3-methoxyphenyl)ethyl]pyrimidin-2-amine was synthesized according to General Procedure E except N-[2-(3-methoxyphenyl)ethyl]-4-(6-methoxy-4-piperazin-1-yl-2-naphthyl)pyrimidin-2-amine and 3-bromo-4-chloro-1H-pyrazolo[3,4-d]pyrimidine were used. 4-{4-[4-(3-bromo-1H-pyrazolo[3,4-d]pyrimidin-4-yl)piperazin-1-yl]-6-methoxy-2-naphthyl}-N-[2-(3-methoxyphenyl)ethyl]pyrimidin-2-amine 180 was isolated as a pale ...